This data is from the Open Reaction Database (ORD), a public repository of structured organic reaction records. The task is: describe an organic reaction: reactants, conditions, products, and yield Starting materials: BrCc1ccccc1, CCCCN1CCN(CC(=O)OC)C(=O)C1=O, C1CCOC1, C[Si](C)(C)[N-][Si](C)(C)C, [Li+]. The product is CCCCN1CCN(C(Cc2ccccc2)C(=O)OC)C(=O)C1=O. As a reaction SMILES: [Br:28][CH2:29][c:30]1[cH:31][cH:32][cH:33][cH:34][cH:35]1.[CH2:1]([CH2:2][CH2:3][CH3:4])[N:5]1[C:6](=[O:17])[C:7](=[O:16])[N:8]([CH2:11][C:12](=[O:13])[O:14][CH3:15])[CH2:9][CH2:10]1.[CH2:36]1[O:37][CH2:38][CH2:39][CH2:40]1.[CH3:18][Si:19]([N-:20][Si:21]([CH3:22])([CH3:23])[CH3:24])([CH3:25])[CH3:26].[Li+:27]>>[CH2:1]([CH2:2][CH2:3][CH3:4])[N:5]1[C:6](=[O:17])[C:7](=[O:16])[N:8]([CH:11]([C:12](=[O:13])[O:14][CH3:15])[CH2:29][c:30]2[cH:31][cH:32][cH:33][cH:34][cH:35]2)[CH2:9][CH2:10]1. Reactants: CO, [H][H], CCCNCC1CCN(Cc2ccccc2)C1. The product is CCCNCC1CCNC1. RXN SMILES: [CH3:20][OH:21].[H:18][H:19].[c:1]1([CH2:2][N:8]2[CH2:9][CH:10]([CH2:13][NH:14][CH2:15][CH2:16][CH3:17])[CH2:11][CH2:12]2)[cH:3][cH:4][cH:5][cH:6][cH:7]1>>[NH:8]1[CH2:9][CH:10]([CH2:13][NH:14][CH2:15][CH2:16][CH3:17])[CH2:11][CH2:12]1. The reactants are CO, COC(OC)OC, O=C1Nc2ccccc2C1=O, Cc1ccc(S(=O)(=O)O)cc1. The product is COC1(OC)C(=O)Nc2ccccc21. RXN SMILES: [CH3:30][OH:31].[CH:12]([O:13][CH3:14])([O:15][CH3:16])[O:17][CH3:18].[O:1]=[C:2]1[NH:3][c:4]2[cH:5][cH:6][cH:7][cH:8][c:9]2[C:10]1=[O:11].[c:19]1([CH3:20])[cH:21][cH:22][c:23]([S:24]([OH:25])(=[O:26])=[O:27])[cH:28][cH:29]1>>[O:1]=[C:2]1[NH:3][c:4]2[cH:5][cH:6][cH:7][cH:8][c:9]2[C:12]1([O:15][CH3:16])[O:17][CH3:18]. The reactants are CCn1c(-c2ccc(NC(=O)OCCCl)cc2)c(C#N)c2ccc(OC(C)C)cc21, [K+], [K+], O=C([O-])[O-], CN(C)C=O, O. The product is CCn1c(-c2ccc(N3CCOC3=O)cc2)c(C#N)c2ccc(OC(C)C)cc21. RXN SMILES: [Cl:1][CH2:2][CH2:3][O:4][C:5]([NH:6][c:7]1[cH:8][cH:9][c:10](-[c:13]2[n:14]([CH2:28][CH3:29])[c:15]3[cH:16][c:17]([O:24][CH:25]([CH3:26])[CH3:27])[cH:18][cH:19][c:20]3[c:21]2[C:22]#[N:23])[cH:11][cH:12]1)=[O:30].[K+:31].[K+:32].[O-:33][C:34]([O-:35])=[O:36].[O:38]=[CH:39][N:40]([CH3:41])[CH3:42].[OH2:37]>>[CH2:2]1[CH2:3][O:4][C:5](=[O:30])[N:6]1[c:7]1[cH:8][cH:9][c:10](-[c:13]2[n:14]([CH2:28][CH3:29])[c:15]3[cH:16][c:17]([O:24][CH:25]([CH3:26])[CH3:27])[cH:18][cH:19][c:20]3[c:21]2[C:22]#[N:23])[cH:11][cH:12]1.